The task is: describe an organic reaction: reactants, conditions, products, and yield. This data is from the Open Reaction Database (ORD), a public repository of structured organic reaction records. Starting materials: O (water), FC1=C(CN2N=C(C=3C2=NC=CC3)C(=O)N)C=CC=C1 (1-(2-Fluorobenzyl)-1H-pyrazolo[3,4-b]pyridine-3-carboxamide), FC(C(=O)OC(C(F)(F)F)=O)(F)F (trifluoroacetic anhydride), N1=CC=CC=C1 (pyridine). The solvent is C1CCOC1 (THF). Run at temperature 40 celsius, time 10 minute. Product: C(#N)C1=NN(C2=NC=CC=C21)CC2=C(C=CC=C2)F (3-Cyano-1-(2-fluorobenzyl)-1H-pyrazolo[3,4-b]pyridine). RXN SMILES: [F:1][C:2]1[CH:20]=[CH:19][CH:18]=[CH:17][C:3]=1[CH2:4][N:5]1[C:9]2=[N:10][CH:11]=[CH:12][CH:13]=[C:8]2[C:7]([C:14]([NH2:16])=O)=[N:6]1.N1C=CC=CC=1.FC(F)(F)C(OC(=O)C(F)(F)F)=O.O>C1COCC1>[C:14]([C:7]1[C:8]2[C:9](=[N:10][CH:11]=[CH:12][CH:13]=2)[N:5]([CH2:4][C:3]2[CH:17]=[CH:18][CH:19]=[CH:20][C:2]=2[F:1])[N:6]=1)#[N:16]. Procedure details: 36.1 g (133 mmol) of 1-(2-fluorobenzyl)-1H-pyrazolo[3,4-b]pyridine-3-carboxamide from Example 22A are dissolved in 330 ml of THF and mixed with 27 g (341 mmol) of pyridine. Over a period of 10 min, 47.76 ml (71.66 g, 341 mmol) of trifluoroacetic anhydride are subsequently added, and the temperature increases to 40° C. during the addition. The mixture is stirred at room temperature overnight. The mixture is subsequently poured into 1 l of water, and the mixture is extracted three times with 0.5 l... The reactants are (4-hydroxymethyl)phenylboronic acid, BrC1=CN=CC2=CC=CC=C12 (4-bromoisoquinoline), C([O-])([O-])=O.[Na+].[Na+] (sodium carbonate). Reagents/catalysts: C1(=CC=CC=C1)P(C1=CC=CC=C1)C1=CC=CC=C1.C1(=CC=CC=C1)P(C1=CC=CC=C1)C1=CC=CC=C1.C1(=CC=CC=C1)P(C1=CC=CC=C1)C1=CC=CC=C1.C1(=CC=CC=C1)P(C1=CC=CC=C1)C1=CC=CC=C1.[Pd] (palladium tetrakis(triphenylphosphine)). Solvent: C1(=CC=CC=C1)C (toluene). Yields the product C1=NC=C(C2=CC=CC=C12)C1=CC=C(C=C1)CO ((4-isoquinolin-4-ylphenyl)methanol). RXN SMILES: Br[C:2]1[C:11]2[C:6](=[CH:7][CH:8]=[CH:9][CH:10]=2)[CH:5]=[N:4][CH:3]=1.[C:12](=[O:15])([O-])[O-].[Na+].[Na+]>C1(C)C=CC=CC=1.C1(P(C2C=CC=CC=2)C2C=CC=CC=2)C=CC=CC=1.C1(P(C2C=CC=CC=2)C2C=CC=CC=2)C=CC=CC=1.C1(P(C2C=CC=CC=2)C2C=CC=CC=2)C=CC=CC=1.C1(P(C2C=CC=CC=2)C2C=CC=CC=2)C=CC=CC=1.[Pd]>[CH:5]1[C:6]2[C:11](=[CH:10][CH:9]=[CH:8][CH:7]=2)[C:2]([C:6]2[CH:11]=[CH:10][C:9]([CH2:12][OH:15])=[CH:8][CH:7]=2)=[CH:3][N:4]=1 |f:1.2.3,5.6.7.8.9|. Reported procedure: Under an argon atmosphere, a mixture of 1.09 g (7.2 mmol) of (4-hydroxymethyl)phenylboronic acid, 1.24 g (6 mmol) of 4-bromoisoquinoline and 0.28 g (0.24 mmol) of palladium tetrakis(triphenylphosphine) in 50 ml of toluene and 10 ml of aqueous sodium carbonate solution (2M) is heated at reflux overnight. The filtrate is concentrated under reduced pressure and the residue is taken up in 150 ml of ethyl acetate and 40 ml of water. After the phases have settled and been separated, the organic phase ...